describe an organic reaction: reactants, conditions, products, and yield From a dataset of the Open Reaction Database (ORD), a public repository of structured organic reaction records. Starting materials: OC(CC1=C(C=CC(=C1)OC)NCC=1C=C(C(=O)OC)C=CC1)C(C)(C)C (methyl 3-{[2-(2-hydroxy-3,3-dimethylbutyl)-4-methoxyphenylamino]methyl}benzoate), BrC1=C(C=C(C=C1C)C)C (2-bromomesitylene), C([O-])([O-])=O.[K+].[K+] (potassium carbonate). The reagents and catalysts are C=1C=CC(=CC1)/C=C/C(=O)/C=C/C2=CC=CC=C2.C=1C=CC(=CC1)/C=C/C(=O)/C=C/C2=CC=CC=C2.C=1C=CC(=CC1)/C=C/C(=O)/C=C/C2=CC=CC=C2.[Pd].[Pd] (tris(dibenzylideneacetone)dipalladium). Solvent: CN(C=O)C (N,N-dimethylformamide), O (water). Run at temperature 150 celsius, time 2 hour. The product is C(C)(C)(C)C=1N(C2=CC=C(C=C2C1)OC)CC=1C=C(C(=O)OC)C=CC1 (Methyl 3-(2-tert-butyl-5-methoxyindol-1-ylmethyl)benzoate). Isolated yield 67.1%. Reaction SMILES: O[CH:2]([C:24]([CH3:27])([CH3:26])[CH3:25])[CH2:3][C:4]1[CH:9]=[C:8]([O:10][CH3:11])[CH:7]=[CH:6][C:5]=1[NH:12][CH2:13][C:14]1[CH:15]=[C:16]([CH:21]=[CH:22][CH:23]=1)[C:17]([O:19][CH3:20])=[O:18].BrC1C(C)=CC(C)=CC=1C.C(=O)([O-])[O-].[K+].[K+]>CN(C)C=O.O.C1C=CC(/C=C/C(/C=C/C2C=CC=CC=2)=O)=CC=1.C1C=CC(/C=C/C(/C=C/C2C=CC=CC=2)=O)=CC=1.C1C=CC(/C=C/C(/C=C/C2C=CC=CC=2)=O)=CC=1.[Pd].[Pd]>[C:24]([C:2]1[N:12]([CH2:13][C:14]2[CH:15]=[C:16]([CH:21]=[CH:22][CH:23]=2)[C:17]([O:19][CH3:20])=[O:18])[C:5]2[C:4]([CH:3]=1)=[CH:9][C:8]([O:10][CH3:11])=[CH:7][CH:6]=2)([CH3:27])([CH3:26])[CH3:25] |f:2.3.4,7.8.9.10.11|. Reported procedure: To a suspension of methyl 3-{[2-(2-hydroxy-3,3-dimethylbutyl)-4-methoxyphenylamino]methyl}benzoate (200 mg), 2-bromomesitylene (0.097 mL) and potassium carbonate (148 mg) in N,N-dimethylformamide (5 mL) was added tetrakis(triphenylphosphine)palladium (0) (31.1 mg) at room temperature, and this resulting mixture was stirred at 150° C. for 2 hours under an argon atmosphere. The reaction mixture was cooled to room temperature, diluted with water and extracted with ethyl acetate. The organic layer w... Reactants: [BH4-], C1CCOC1, Cc1cccc2cc(C=O)c(-c3ccccc3F)nc12, [Na+]. Yields the product Cc1cccc2cc(CO)c(-c3ccccc3F)nc12. Reaction SMILES: [BH4-:21].[CH2:23]1[O:24][CH2:25][CH2:26][CH2:27]1.[F:1][c:2]1[c:3](-[c:8]2[n:9][c:10]3[c:11]([CH3:20])[cH:12][cH:13][cH:14][c:15]3[cH:16][c:17]2[CH:18]=[O:19])[cH:4][cH:5][cH:6][cH:7]1.[Na+:22]>>[F:1][c:2]1[c:3](-[c:8]2[n:9][c:10]3[c:11]([CH3:20])[cH:12][cH:13][cH:14][c:15]3[cH:16][c:17]2[CH2:18][OH:19])[cH:4][cH:5][cH:6][cH:7]1.